From a dataset of the Open Reaction Database (ORD), a public repository of structured organic reaction records. describe an organic reaction: reactants, conditions, products, and yield The reactants are N=C(c1ccccc1)c1ccccc1, CC(C)(C)P(c1ccccc1-c1ccccc1)C(C)(C)C, CN1CCC(NCCc2cccc(Cl)c2F)CC1, CC(C)(C)[O-], Cc1ccccc1, CO, Cl, [Na+], O=C(C=Cc1ccccc1)C=Cc1ccccc1, O=C(C=Cc1ccccc1)C=Cc1ccccc1, O=C(C=Cc1ccccc1)C=Cc1ccccc1, [Pd], [Pd]. As a reaction SMILES: [C:19]([c:20]1[cH:21][cH:22][cH:23][cH:24][cH:25]1)([c:26]1[cH:27][cH:28][cH:29][cH:30][cH:31]1)=[NH:32].[C:33]([P:34]([C:35]([CH3:36])([CH3:37])[CH3:38])[c:39]1[cH:40][cH:41][cH:42][cH:43][c:44]1-[c:45]1[cH:46][cH:47][cH:48][cH:49][cH:50]1)([CH3:51])([CH3:52])[CH3:53].[CH3:1][N:2]1[CH2:3][CH2:4][CH:5]([NH:8][CH2:9][CH2:10][c:11]2[c:12]([F:18])[c:13]([Cl:17])[cH:14][cH:15][cH:16]2)[CH2:6][CH2:7]1.[CH3:54][C:55]([CH3:56])([O-:57])[CH3:58].[CH3:61][c:62]1[cH:63][cH:64][cH:65][cH:66][cH:67]1.[CH3:68][OH:69].[ClH:60].[Na+:59].[O:108]=[C:109]([CH:110]=[CH:111][c:112]1[cH:113][cH:114][cH:115][cH:116][cH:117]1)[CH:118]=[CH:119][c:120]1[cH:121][cH:122][cH:123][cH:124][cH:125]1.[O:72]=[C:73]([CH:74]=[CH:75][c:76]1[cH:77][cH:78][cH:79][cH:80][cH:81]1)[CH:82]=[CH:83][c:84]1[cH:85][cH:86][cH:87][cH:88][cH:89]1.[O:90]=[C:91]([CH:92]=[CH:93][c:94]1[cH:95][cH:96][cH:97][cH:98][cH:99]1)[CH:100]=[CH:101][c:102]1[cH:103][cH:104][cH:105][cH:106][cH:107]1.[Pd:70].[Pd:71]>>[CH3:1][N:2]1[CH2:3][CH2:4][CH:5]([NH:8][CH2:9][CH2:10][c:11]2[c:12]([F:18])[c:13]([NH2:32])[cH:14][cH:15][cH:16]2)[CH2:6][CH2:7]1. Yields the product CN1CCC(NCCc2cccc(N)c2F)CC1. Reactants: CS(C)=O, CCN(C(C)C)C(C)C, O, c1ccc(-c2csc(C3CCNCC3)n2)cc1, O=C(Nc1cccnc1)OCC(Cl)(Cl)Cl. Product: O=C(Nc1cccnc1)N1CCC(c2nc(-c3ccccc3)cs2)CC1. As a reaction SMILES: [CH3:42][S:43]([CH3:44])=[O:45].[CH:33]([N:34]([CH:35]([CH3:36])[CH3:37])[CH2:38][CH3:39])([CH3:40])[CH3:41].[OH2:46].[c:16]1(-[c:22]2[n:23][c:24]([CH:27]3[CH2:28][CH2:29][NH:30][CH2:31][CH2:32]3)[s:25][cH:26]2)[cH:17][cH:18][cH:19][cH:20][cH:21]1.[n:1]1[cH:2][c:3]([NH:7][C:8]([O:9][CH2:10][C:11]([Cl:12])([Cl:13])[Cl:14])=[O:15])[cH:4][cH:5][cH:6]1>>[n:1]1[cH:2][c:3]([NH:7][C:8](=[O:15])[N:30]2[CH2:29][CH2:28][CH:27]([c:24]3[n:23][c:22](-[c:16]4[cH:17][cH:18][cH:19][cH:20][cH:21]4)[cH:26][s:25]3)[CH2:32][CH2:31]2)[cH:4][cH:5][cH:6]1.